Dataset: the Open Reaction Database (ORD), a public repository of structured organic reaction records. Task: describe an organic reaction: reactants, conditions, products, and yield Reactants: [Br-], C=CCCCCCCCCC(=S)Oc1ccccn1, CCOCC, CCCCC(CC)C[Mg+], C1CCOC1. The product is C=CCCCCCCCCC(=O)CC(CC)CCCC. RXN SMILES: [Br-:1].[C:16]([CH2:17][CH2:18][CH2:19][CH2:20][CH2:21][CH2:22][CH2:23][CH2:24][CH:25]=[CH2:26])([O:27][c:29]1[cH:30][cH:31][cH:32][cH:33][n:34]1)=[S:28].[CH2:11]([O:12][CH2:13][CH3:14])[CH3:15].[CH2:2]([CH3:3])[CH:4]([CH2:5][Mg+:6])[CH2:7][CH2:8][CH2:9][CH3:10].[CH2:35]1[O:36][CH2:37][CH2:38][CH2:39]1>>[CH2:2]([CH3:3])[CH:4]([CH2:5][C:16]([CH2:17][CH2:18][CH2:19][CH2:20][CH2:21][CH2:22][CH2:23][CH2:24][CH:25]=[CH2:26])=[O:27])[CH2:7][CH2:8][CH2:9][CH3:10]. Starting materials: CC1([C@@H](NC(S1)C1=C(C=CC=C1)O)C(=O)O)C (5,5-dimethyl-2-(2-hydroxyphenyl)-thiazolidine-4(S)-carboxylic acid). The solvent is N1=CC=CC=C1 (pyridine), C(C)(=O)OC(C)=O (acetic anhydride). Reaction conditions: time 20 hour. Product: C(C)(=O)OC1=C(C=CC=C1)[C@@H]1SC([C@@H](N1C(C)=O)C(=O)O)(C)C (2(S)-(2-Acetoxyphenyl)-3-acetyl-5,5-dimethylthiazolidine-4(S)-carboxylic acid). Reaction SMILES: [CH3:1][C:2]1([CH3:17])[S:6][CH:5]([C:7]2[CH:12]=[CH:11][CH:10]=[CH:9][C:8]=2[OH:13])[NH:4][C@H:3]1[C:14]([OH:16])=[O:15]>N1C=CC=CC=1.C(OC(=O)C)(=O)C>[C:8]([O:13][C:8]1[CH:9]=[CH:10][CH:11]=[CH:12][C:7]=1[C@H:5]1[N:4]([C:14](=[O:15])[CH3:3])[C@@H:3]([C:14]([OH:16])=[O:15])[C:2]([CH3:17])([CH3:1])[S:6]1)(=[O:13])[CH3:7]. Procedure: A solution containing 1.0 g of 5,5-dimethyl-2-(2-hydroxyphenyl)-thiazolidine-4(S)-carboxylic acid in 7 ml of pyridine and 3 ml of acetic anhydride is kept for 20 hours, then the mixture is evaporated and three times 20 ml of toluene each are distilled from the residue. The remained crystalline material is recrystallized from the mixture of acetone and petroleum ether to give the title compound in a yield of 0.9 g (67.5 %), m.p.: 214°-216° C. [α]D22 =+34 (c=0.47, chloroform). Reactants: CO, NC1CC1, O=S(=O)(O)Cl, CC(C)c1ncc(-c2ccnc(Nc3ccccc3)n2)n1C, O=S(Cl)Cl. The product is CC(C)c1ncc(-c2ccnc(Nc3ccc(S(=O)(=O)NC4CC4)cc3)n2)n1C. RXN SMILES: [CH3:36][OH:37].[CH:28]1([NH2:31])[CH2:29][CH2:30]1.[Cl:1][S:2](=[O:3])(=[O:4])[OH:5].[NH:6]([c:7]1[cH:8][cH:9][cH:10][cH:11][cH:12]1)[c:13]1[n:14][cH:15][cH:16][c:17](-[c:19]2[cH:20][n:21][c:22]([CH:25]([CH3:26])[CH3:27])[n:23]2[CH3:24])[n:18]1.[S:32]([Cl:33])([Cl:34])=[O:35]>>[S:2](=[O:3])(=[O:5])([c:10]1[cH:9][cH:8][c:7]([NH:6][c:13]2[n:14][cH:15][cH:16][c:17](-[c:19]3[cH:20][n:21][c:22]([CH:25]([CH3:26])[CH3:27])[n:23]3[CH3:24])[n:18]2)[cH:12][cH:11]1)[NH:31][CH:28]1[CH2:29][CH2:30]1. The reactants are CCN1CCN(c2ccc([N+](=O)[O-])cc2)C1=O, CO, CCO, [H][H], c1ccsc1. The product is CCN1CCN(c2ccc(N)cc2)C1=O. As a reaction SMILES: [CH2:1]([CH3:2])[N:3]1[C:4](=[O:17])[N:5]([c:8]2[cH:9][cH:10][c:11]([N+:14]([O-:15])=[O:16])[cH:12][cH:13]2)[CH2:6][CH2:7]1.[CH3:23][OH:24].[CH3:27][CH2:28][OH:29].[H:25][H:26].[cH:18]1[cH:19][s:20][cH:21][cH:22]1>>[CH2:1]([CH3:2])[N:3]1[C:4](=[O:17])[N:5]([c:8]2[cH:9][cH:10][c:11]([NH2:14])[cH:12][cH:13]2)[CH2:6][CH2:7]1. Product: Cc1c(Cl)nc(N)nc1-c1ccco1. As a reaction SMILES: [CH3:36][O:37][CH2:38][CH2:39][O:40][CH3:41].[ClH:22].[ClH:23].[NH2:1][c:2]1[n:3][c:4](-[c:17]2[o:18][cH:19][cH:20][cH:21]2)[c:5]([CH3:16])[c:6]([O:8][S:9]([C:10]([F:11])([F:12])[F:13])(=[O:14])=[O:15])[n:7]1.[NH2:24][CH2:25][c:26]1[cH:27][cH:28][c:29]2[c:30]([cH:31][cH:32][cH:33][cH:34]2)[n:35]1>>[NH2:1][c:2]1[n:3][c:4](-[c:17]2[o:18][cH:19][cH:20][cH:21]2)[c:5]([CH3:16])[c:6]([Cl:22])[n:7]1. The reactants are COCCOC, Cl, Cl, Cc1c(OS(=O)(=O)C(F)(F)F)nc(N)nc1-c1ccco1, NCc1ccc2ccccc2n1.